This data is from the Open Reaction Database (ORD), a public repository of structured organic reaction records. The task is: describe an organic reaction: reactants, conditions, products, and yield The reactants are [H-].[Na+] (NaH), COC=1N=CN(C1CN)C (1-(4-methoxy-1-methyl-1H-imidazol-5-yl)methanamine), [O-]S(=O)(=O)[O-].[Na+].[Na+] (Na2SO4), BrCCCC(=O)Cl (4-bromobutanoyl chloride), [OH-].[K+] (KOH), [H-].[Na+] (NaH). The reagents and catalysts are [Br-].C(CCC)[N+](CCCC)(CCCC)CCCC (tetra-n-butyl ammonium bromide). Run in C(Cl)Cl (CH2Cl2), C(Cl)Cl (CH2Cl2), C(Cl)Cl (CH2Cl2). Reaction conditions: temperature 0 celsius, time 0.25 hour. The product is COC=1N=CN(C1CN1C(CCC1)=O)C (1-[(4-methoxy-1-methyl-1H-imidazol-5-yl)methyl]pyrrolidin-2-one). Yield: 27.4%. As a reaction SMILES: [CH3:1][O:2][C:3]1[N:4]=[CH:5][N:6]([CH3:10])[C:7]=1[CH2:8][NH2:9].[O-]S([O-])(=O)=O.[Na+].[Na+].[OH-].[K+].Br[CH2:21][CH2:22][CH2:23][C:24](Cl)=[O:25].[H-].[Na+]>C(Cl)Cl.[Br-].C([N+](CCCC)(CCCC)CCCC)CCC>[CH3:1][O:2][C:3]1[N:4]=[CH:5][N:6]([CH3:10])[C:7]=1[CH2:8][N:9]1[CH2:21][CH2:22][CH2:23][C:24]1=[O:25] |f:1.2.3,4.5,7.8,10.11|. Procedure: In a 50 ml, three-necked flask fitted with a magnetic stirrer, under inert atmosphere, 1-(4-methoxy-1-methyl-1H-imidazol-5-yl)methanamine x94 (0.37 g, 2.62 mmol), Na2SO4 (0.37 g, 2.62 mmol) and powdered molecular sieves are stirred in CH2Cl2 (25 ml) at 0° C. At this temperature, powdered KOH (0.53 g, 9.44 mmol) and a solution of tetra-n-butyl ammonium bromide (48 mg, 0.13 mmol) in CH2Cl2 (5 ml) are added. The mixture is stirred for 0.25 h at 0° C. and 4-bromobutanoyl chloride (366 μl, 3.14 mmol)... The product is NC1=CC=C(CN2CCOCC2)C=C1 (4-(4-Aminobenzyl)morpholine). Procedure: To a solution of 4-(4-Nitrobenzyl)morpholine from Preparation No. 21 (0.89 g) in ethyl acetate (10 mL) is added 5% platinuim on carbon (0.04 g). The reaction is shaken under 30 psi of hydrogen gas for 1 hour. The mixture is filtered with ethyl acetate washes. The filtrate is concentrated under reduced pressure to afford 0.71 g of the title compound as a yellow solid. Reactants: [N+](=O)([O-])C1=CC=C(CN2CCOCC2)C=C1 (4-(4-Nitrobenzyl)morpholine), 21, [H][H] (hydrogen). The solvent is C(C)(=O)OCC (ethyl acetate). RXN SMILES: [N+:1]([C:4]1[CH:16]=[CH:15][C:7]([CH2:8][N:9]2[CH2:14][CH2:13][O:12][CH2:11][CH2:10]2)=[CH:6][CH:5]=1)([O-])=O.[H][H]>C(OCC)(=O)C>[NH2:1][C:4]1[CH:16]=[CH:15][C:7]([CH2:8][N:9]2[CH2:14][CH2:13][O:12][CH2:11][CH2:10]2)=[CH:6][CH:5]=1. Reactants: N1(CCCC1)CCOC1=CC=C(C=C1)C(=O)C=1C2=C(SC1C1=CC=C(C=C1)OC)C=CC=C2 (2-(4-methoxyphenyl)benzo[b]thiophen-3-yl 4-[2-(1-pyrrolidinyl)ethoxy]phenyl ketone), CO (MeOH). Run in C(Cl)Cl (CH2Cl2). The product is N1(CCCC1)CCOC1=CC=C(C=C1)C(=O)C=1C2=C(SC1C1=CC=C(C=C1)O)C=CC=C2 (2-(4-Hydroxyphenyl)benzo[b]thiophen-3-yl 4-[2-(1-Pyrrolidinyl)ethoxy]phenyl Ketone). Isolated yield 33.0%. As a reaction SMILES: [N:1]1([CH2:6][CH2:7][O:8][C:9]2[CH:14]=[CH:13][C:12]([C:15]([C:17]3[C:18]4[CH:33]=[CH:32][CH:31]=[CH:30][C:19]=4[S:20][C:21]=3[C:22]3[CH:27]=[CH:26][C:25]([O:28]C)=[CH:24][CH:23]=3)=[O:16])=[CH:11][CH:10]=2)[CH2:5][CH2:4][CH2:3][CH2:2]1.CO>C(Cl)Cl>[N:1]1([CH2:6][CH2:7][O:8][C:9]2[CH:14]=[CH:13][C:12]([C:15]([C:17]3[C:18]4[CH:33]=[CH:32][CH:31]=[CH:30][C:19]=4[S:20][C:21]=3[C:22]3[CH:23]=[CH:24][C:25]([OH:28])=[CH:26][CH:27]=3)=[O:16])=[CH:11][CH:10]=2)[CH2:5][CH2:4][CH2:3][CH2:2]1. Procedure: By essentially following the procedure detailed in Example 1, Part D, the title compound was prepared from 2-(4-methoxyphenyl)benzo[b]thiophen-3-yl 4-[2-(1-pyrrolidinyl)ethoxy]phenyl ketone (Part A) in 33% yield as an oil following radial chromatography (SiO2; gradient of 2-10% MeOH in CH2Cl2). The reactants are C(C)O.CCCCC (ethanol pentane), C(C)(=O)C1=CC=C(C=C1)C1=CC=CC=C1 (4-acetyl biphenyl). Product: C1(=CC=CC=C1)C1=CC=C(C=C1)C(CC(C)=O)C (4-(p-phenyl-phenyl)-2-pentanone). As a reaction SMILES: [C:1]([C:4]1[CH:9]=[CH:8][C:7]([C:10]2[CH:15]=[CH:14][CH:13]=[CH:12][CH:11]=2)=[CH:6][CH:5]=1)(=O)[CH3:2].[CH2:16]([OH:18])[CH3:17].[CH3:19]CCCC>>[C:10]1([C:7]2[CH:8]=[CH:9][C:4]([CH:1]([CH3:19])[CH2:2][C:16](=[O:18])[CH3:17])=[CH:5][CH:6]=2)[CH:15]=[CH:14][CH:13]=[CH:12][CH:11]=1 |f:1.2|. Reported procedure: As Example 14 using 4-acetyl biphenyl as the starting material. 4-(p-phenyl-phenyl)-2-pentanone was obtained as a colourless solid, m.p. 67° C. from ethanol/pentane.